Dataset: the Open Reaction Database (ORD), a public repository of structured organic reaction records. Task: describe an organic reaction: reactants, conditions, products, and yield The reactants are CCO, [Na+], [OH-], O, CCOC(=O)c1ccc(C=C(C)c2ccc3c(c2)CCCCC3)cc1. The product is CC(=Cc1ccc(C(=O)O)cc1)c1ccc2c(c1)CCCCC2. As a reaction SMILES: [CH3:28][CH2:29][OH:30].[Na+:27].[OH-:26].[OH2:31].[cH:1]1[c:2]([C:12](=[CH:13][c:14]2[cH:15][cH:16][c:17]([C:18](=[O:19])[O:20][CH2:21][CH3:22])[cH:23][cH:24]2)[CH3:25])[cH:3][cH:4][c:5]2[c:6]1[CH2:7][CH2:8][CH2:9][CH2:10][CH2:11]2>>[cH:1]1[c:2]([C:12](=[CH:13][c:14]2[cH:15][cH:16][c:17]([C:18](=[O:19])[OH:20])[cH:23][cH:24]2)[CH3:25])[cH:3][cH:4][c:5]2[c:6]1[CH2:7][CH2:8][CH2:9][CH2:10][CH2:11]2. The reactants are IC=1C=C2C(=NN(C2=CC1)C1OCCCC1)C=O (5-iodo-1-(tetrahydro-2H-pyran-2-yl)-1H-indazole-3-carbaldehyde), B1(OC(C(O1)(C)C)(C)C)B2OC(C(O2)(C)C)(C)C (bis(pinacolato)diboron), CC(=O)[O-].[K+] (KOAc), [O-]P(=O)([O-])[O-].[K+].[K+].[K+] (K3PO4), BrC=1C=C(C=NC1)NC(N(C)C)=O (3-(5-bromopyridin-3-yl)-1,1-dimethylurea). Reagents/catalysts: C=1C=CC(=CC1)[P](C=2C=CC=CC2)(C=3C=CC=CC3)[Pd]([P](C=4C=CC=CC4)(C=5C=CC=CC5)C=6C=CC=CC6)([P](C=7C=CC=CC7)(C=8C=CC=CC8)C=9C=CC=CC9)[P](C=1C=CC=CC1)(C=1C=CC=CC1)C=1C=CC=CC1 (Pd(PPh3)4), C1=CC=C(C=C1)P([C-]2C=CC=C2)C3=CC=CC=C3.C1=CC=C(C=C1)P([C-]2C=CC=C2)C3=CC=CC=C3.Cl[Pd]Cl.[Fe+2] (PdCl2(dppf)2). Solvent: CN(C)C=O (DMF), O (water). Reaction conditions: temperature 90 celsius. The product is C(=O)C1=NN(C2=CC=C(C=C12)C=1C=C(C=NC1)NC(N(C)C)=O)C1OCCCC1 (3-(5-(3-formyl-1-(tetrahydro-2H-pyran-2-yl)-1H-indazol-5-yl)pyridin-3-yl)-1,1-dimethylurea). Yield: 18.0%. As a reaction SMILES: I[C:2]1[CH:3]=[C:4]2[C:8](=[CH:9][CH:10]=1)[N:7]([CH:11]1[CH2:16][CH2:15][CH2:14][CH2:13][O:12]1)[N:6]=[C:5]2[CH:17]=[O:18].B1(B2OC(C)(C)C(C)(C)O2)OC(C)(C)C(C)(C)O1.CC([O-])=O.[K+].[O-]P([O-])([O-])=O.[K+].[K+].[K+].Br[C:51]1[CH:52]=[C:53]([NH:57][C:58](=[O:62])[N:59]([CH3:61])[CH3:60])[CH:54]=[N:55][CH:56]=1>C1C=CC(P(C2C=CC=CC=2)[C-]2C=CC=C2)=CC=1.C1C=CC(P(C2C=CC=CC=2)[C-]2C=CC=C2)=CC=1.Cl[Pd]Cl.[Fe+2].C1C=CC([P]([Pd]([P](C2C=CC=CC=2)(C2C=CC=CC=2)C2C=CC=CC=2)([P](C2C=CC=CC=2)(C2C=CC=CC=2)C2C=CC=CC=2)[P](C2C=CC=CC=2)(C2C=CC=CC=2)C2C=CC=CC=2)(C2C=CC=CC=2)C2C=CC=CC=2)=CC=1.O.CN(C=O)C>[CH:17]([C:5]1[C:4]2[C:8](=[CH:9][CH:10]=[C:2]([C:51]3[CH:52]=[C:53]([NH:57][C:58](=[O:62])[N:59]([CH3:60])[CH3:61])[CH:54]=[N:55][CH:56]=3)[CH:3]=2)[N:7]([CH:11]2[CH2:16][CH2:15][CH2:14][CH2:13][O:12]2)[N:6]=1)=[O:18] |f:2.3,4.5.6.7,9.10.11.12,^1:106,108,127,146|. Reported procedure: A solution of 5-iodo-1-(tetrahydro-2H-pyran-2-yl)-1H-indazole-3-carbaldehyde (CXIV) (1.780 g, 5.0 mmol), bis(pinacolato)diboron (1.523 g, 6.0 mmol), KOAc (1.471 g, 15 mmol) and dry DMF (20 mL) was purged with argon. PdCl2(dppf)2 (0.245 g, 0.3 mmol) was added to the reaction and purged again with argon. The solution was heated at 90° C. for 2 h. Once TLC showed the disappearance of (CXIV), the solution was cooled to room temperature. To this solution was added K3PO4 (1.592 g, 7.5 mmol), 3-(5-brom... The reactants are NC1=CC(=C(C=C1)N1C(OCC1)=O)Cl (3-(4-amino-2-chlorophenyl)-2-oxazolidinone), CON(C(=O)Cl)C (N-methoxy-N-methylcarbamoyl chloride). Solvent: C(C)N(CC)CC (triethyamine). Run at time 12 hour. Yields the product ClC=1C=C(C=CC1N1C(OCC1)=O)NC(N(C)OC)=O (N'-(3-chloro-4-(2-oxo-3-oxazolidinyl)phenyl)-N-methoxy-N-methylurea). Reaction SMILES: [NH2:1][C:2]1[CH:7]=[CH:6][C:5]([N:8]2[CH2:12][CH2:11][O:10][C:9]2=[O:13])=[C:4]([Cl:14])[CH:3]=1.[CH3:15][O:16][N:17]([CH3:21])[C:18](Cl)=[O:19]>C(N(CC)CC)C>[Cl:14][C:4]1[CH:3]=[C:2]([NH:1][C:18](=[O:19])[N:17]([O:16][CH3:15])[CH3:21])[CH:7]=[CH:6][C:5]=1[N:8]1[CH2:12][CH2:11][O:10][C:9]1=[O:13]. Procedure: 10.1 g of triethyamine was added to the solution of 1C, then 13.6 g of N-methoxy-N-methylcarbamoyl chloride was added drop-by-drop. After 12 hours at room temperature, the mixture was washed with water and extracted with ether. The extract was dried and the ether was evaporated under reduced pressure. The residue was chromatographed over silica gel to give 1, as a white solid, mp: 151°-153° C. Starting materials: BrC(Br)(Br)Br, ClCCl, COC(=O)c1ccc(OCCO)cc1O, c1ccc(P(c2ccccc2)c2ccccc2)cc1. Product: COC(=O)c1ccc(OCCBr)cc1O. RXN SMILES: [C:16]([Br:17])([Br:18])([Br:19])[Br:20].[CH2:40]([Cl:41])[Cl:42].[CH3:1][O:2][C:3]([c:4]1[c:5]([OH:14])[cH:6][c:7]([O:10][CH2:11][CH2:12][OH:13])[cH:8][cH:9]1)=[O:15].[c:21]1([P:22]([c:23]2[cH:24][cH:25][cH:26][cH:27][cH:28]2)[c:29]2[cH:30][cH:31][cH:32][cH:33][cH:34]2)[cH:35][cH:36][cH:37][cH:38][cH:39]1>>[CH3:1][O:2][C:3]([c:4]1[c:5]([OH:14])[cH:6][c:7]([O:10][CH2:11][CH2:12][Br:17])[cH:8][cH:9]1)=[O:15].